describe an organic reaction: reactants, conditions, products, and yield From a dataset of the Open Reaction Database (ORD), a public repository of structured organic reaction records. Product: COc1ccc2[nH]cc(C3=CCN(C(=O)NCC4CCC(c5ccccc5)(N(C)C)CC4)CC3)c2c1. The reactants are COc1ccc2[nH]cc(C3=CCNCC3)c2c1, C1COCCO1, CN(C)C1(c2ccccc2)CCC(CNC(=O)Oc2ccccc2)CC1. As a reaction SMILES: [CH3:27][O:28][c:29]1[cH:30][c:31]2[c:32]([C:38]3=[CH:43][CH2:42][NH:41][CH2:40][CH2:39]3)[cH:33][nH:34][c:35]2[cH:36][cH:37]1.[O:44]1[CH2:45][CH2:46][O:47][CH2:48][CH2:49]1.[c:1]1([O:2][C:8]([NH:9][CH2:10][CH:11]2[CH2:12][CH2:13][C:14]([c:17]3[cH:18][cH:19][cH:20][cH:21][cH:22]3)([N:23]([CH3:24])[CH3:25])[CH2:15][CH2:16]2)=[O:26])[cH:3][cH:4][cH:5][cH:6][cH:7]1>>[C:8]([NH:9][CH2:10][CH:11]1[CH2:12][CH2:13][C:14]([c:17]2[cH:18][cH:19][cH:20][cH:21][cH:22]2)([N:23]([CH3:24])[CH3:25])[CH2:15][CH2:16]1)(=[O:26])[N:41]1[CH2:40][CH2:39][C:38]([c:32]2[c:31]3[cH:30][c:29]([O:28][CH3:27])[cH:37][cH:36][c:35]3[nH:34][cH:33]2)=[CH:43][CH2:42]1. The reactants are C(C)(=O)O[BH-](OC(C)=O)OC(C)=O.[Na+] (Sodium triacetoxyborohydride), C([O-])(O)=O.[Na+] (sodium bicarbonate), OC=1C=C(C=O)C=CC1[N+](=O)[O-] (3-Hydroxy-4-nitrobenzaldehyde), FC=1C=C2C=C(NC2=CC1F)C=1C=CC(=C(C1)N)OC (5-(5,6-difluoro-1H-indol-2-yl)-2-methoxy-phenylamine). Run in C(Cl)Cl (methylene chloride), C(C)(=O)O (acetic acid). Conditions: time 1 hour. The product is FC=1C=C2C=C(NC2=CC1F)C=1C=CC(=C(C1)NCC1=CC(=C(C=C1)[N+](=O)[O-])O)OC ([5-(5,6-Difluoro-1H-indol-2-yl)-2-methoxy-phenyl]-(3-hydroxy-4-nitro-benzyl)-amine). Yield: 41.1%. RXN SMILES: [OH:1][C:2]1[CH:3]=[C:4]([CH:7]=[CH:8][C:9]=1[N+:10]([O-:12])=[O:11])[CH:5]=O.[F:13][C:14]1[CH:15]=[C:16]2[C:20](=[CH:21][C:22]=1[F:23])[NH:19][C:18]([C:24]1[CH:25]=[CH:26][C:27]([O:31][CH3:32])=[C:28]([NH2:30])[CH:29]=1)=[CH:17]2.C(O[BH-](OC(=O)C)OC(=O)C)(=O)C.[Na+].C(=O)(O)[O-].[Na+]>C(Cl)Cl.C(O)(=O)C>[F:13][C:14]1[CH:15]=[C:16]2[C:20](=[CH:21][C:22]=1[F:23])[NH:19][C:18]([C:24]1[CH:25]=[CH:26][C:27]([O:31][CH3:32])=[C:28]([NH:30][CH2:5][C:4]3[CH:7]=[CH:8][C:9]([N+:10]([O-:12])=[O:11])=[C:2]([OH:1])[CH:3]=3)[CH:29]=1)=[CH:17]2 |f:2.3,4.5|. Reported procedure: 3-Hydroxy-4-nitrobenzaldehyde (0.334 g, 2.0 mmol) was added to a stirred mixture of 5-(5,6-difluoro-1H-indol-2-yl)-2-methoxy-phenylamine (0.548 g, 2.0 mmol) in methylene chloride (125 mL), followed by acetic acid (0.2 g). The resulting mixture was stirred at room temperature for 1 hour. Sodium triacetoxyborohydride (0.46 g, 2.2 mmol) was added in one portion, and the resulting homogeneous solution was stirred at room temperature for 3 days. Saturated aqueous sodium bicarbonate solution (100 mL),... Reactants: C(CCl)Cl (EDC), C=1C=CC2=C(C1)N=NN2O (HOBt), N1(CCOCC1)C(=O)NC(C(=O)O)CS(=O)(=O)CC1=CC=CC=C1 (2-[(Morpholine-4-carbonyl)-amino]-3-phenylmethanesulfonyl-propionic acid), CN1CCOCC1 (4-methylmorpholine), C(C)(C)(C)OC(NCC(O)C(NCC1=CC=CC=C1)=O)=O ((2-Benzylcarbamoyl-2-hydroxy-ethyl)-carbamic acid tert-butyl ester), CC(=O)OI1(C=2C=CC=CC2C(=O)O1)(OC(=O)C)OC(=O)C (Dess-Martin periodinane). The solvent is ClCCl (dichloromethane), FC(C(=O)O)(F)F (trifluoroacetic acid), ClCCl (dichloromethane). Reaction conditions: time 2 hour. Product: C(C1=CC=CC=C1)NC(=O)C(CNC(=O)C(CS(=O)(=O)CC1=CC=CC=C1)NC(=O)N1CCOCC1)=O (Morpholine-4-carboxylic acid [1-(2-benzylcarbamoyl-2-oxo-ethylcarbamoyl)-2-phenylmethanesulfonyl-ethyl]-amide). Yield: 51.8%. Reaction SMILES: C(O[C:6](=[O:21])[NH:7][CH2:8][CH:9]([C:11](=[O:20])[NH:12][CH2:13][C:14]1[CH:19]=[CH:18][CH:17]=[CH:16][CH:15]=1)[OH:10])(C)(C)C.C(Cl)CCl.C1C=CC2N(O)N=NC=2C=1.[N:36]1([C:42]([NH:44][CH:45]([CH2:49][S:50]([CH2:53][C:54]2[CH:59]=[CH:58][CH:57]=[CH:56][CH:55]=2)(=[O:52])=[O:51])C(O)=O)=[O:43])[CH2:41][CH2:40][O:39][CH2:38][CH2:37]1.CN1CCOCC1.CC(OI1(OC(C)=O)(OC(C)=O)OC(=O)C2C=CC=CC1=2)=O>ClCCl.FC(F)(F)C(O)=O>[CH2:13]([NH:12][C:11]([C:9](=[O:10])[CH2:8][NH:7][C:6]([CH:45]([NH:44][C:42]([N:36]1[CH2:41][CH2:40][O:39][CH2:38][CH2:37]1)=[O:43])[CH2:49][S:50]([CH2:53][C:54]1[CH:55]=[CH:56][CH:57]=[CH:58][CH:59]=1)(=[O:52])=[O:51])=[O:21])=[O:20])[C:14]1[CH:15]=[CH:16][CH:17]=[CH:18][CH:19]=1. Procedure details: (2-Benzylcarbamoyl-2-hydroxy-ethyl)-carbamic acid tert-butyl ester (0.2 g, 0.68 mmol) was dissolved in dichloromethane (2 mL) and trifluoroacetic acid (2 mL). After stirring for 2 h at ambient temperature, the solution was evaporated under vacuum and the residue was dried under high vacuum. To this residue were added EDC (200 mg, 1.05 mmol), HOBt (200 mg, 1.28 mmol), 2-[(Morpholine-4-carbonyl)-amino]-3-phenylmethanesulfonyl-propionic acid (200 mg, 0.56 mmol), dichloromethane (5 mL) and 4-methylm... Starting materials: CC(=O)[O-], CCO, Cl, NO, [Na+], O, O=C1CCC(O)(c2ccccc2Cc2ccccc2)CC1. Product: ON=C1CCC(O)(c2ccccc2Cc2ccccc2)CC1. RXN SMILES: [CH3:23][C:24](=[O:25])[O-:26].[CH3:30][CH2:31][OH:32].[ClH:27].[NH2:28][OH:29].[Na+:22].[OH2:33].[c:1]1([CH2:7][c:8]2[c:9]([C:14]3([OH:21])[CH2:15][CH2:16][C:17](=[O:20])[CH2:18][CH2:19]3)[cH:10][cH:11][cH:12][cH:13]2)[cH:2][cH:3][cH:4][cH:5][cH:6]1>>[c:1]1([CH2:7][c:8]2[c:9]([C:14]3([OH:21])[CH2:15][CH2:16][C:17](=[N:28][OH:29])[CH2:18][CH2:19]3)[cH:10][cH:11][cH:12][cH:13]2)[cH:2][cH:3][cH:4][cH:5][cH:6]1.